From a dataset of the Open Reaction Database (ORD), a public repository of structured organic reaction records. describe an organic reaction: reactants, conditions, products, and yield Reactants: CC(C)(C)C=O (pivaldehyde), COCCCN (3-methoxypropylamine), S(=O)(=O)([O-])[O-].[Mg+2] (magnesium sulfate), COCCCN (3-methoxypropylamine), CC1=CC=C(C=C1)S(=O)(=O)C[N+]#[C-] (TOSMIC). Run in ClCCl (Dichloromethane). Conditions: time 8 hour. The product is C(C)(C)(C)C1=CN=CN1CCCOC (5-tert-butyl-1-(3-methoxypropyl)-1H-imidazole). Isolated yield 39.9%. Reaction SMILES: [CH3:1][C:2]([CH:5]=O)([CH3:4])[CH3:3].[CH3:7][O:8][CH2:9][CH2:10][CH2:11][NH2:12].S([O-])([O-])(=O)=O.[Mg+2].CC1C=CC(S([CH2:29][N+:30]#[C-:31])(=O)=O)=CC=1>ClCCl>[C:2]([C:5]1[N:12]([CH2:11][CH2:10][CH2:9][O:8][CH3:7])[CH:31]=[N:30][CH:29]=1)([CH3:1])([CH3:3])[CH3:4] |f:2.3|. Reported procedure: Into a 50 mL round bottomed flask was added pivaldehyde (500 mg, 5.8 mmol), 3-methoxypropylamine (569 mg, 6.4 mmol) and magnesium sulfate. Dichloromethane (20 mL) was added and the mixture was stirred overnight under nitrogen. The mixture was filtered through a pad of Celite and the solvent was removed form the filtrate under vacuum. The residue was dissolved in methanol (10 mL); 3-methoxypropylamine (466 mg, 5.2 mmol) and TOSMIC (942 mg, 4.8 mmol) was added and the mixture was again stirred ove... The reactants are OCC1NCCC1 (2-(hydroxymethyl)-pyrrolidine), C(#N)C1=CNC2=CC=C(C=C12)CCNC(C1=CC=C(C=C1)C1=NC(=NC=C1)Cl)=O (N-[2-(3-Cyano-1H-indol-5-yl)-ethyl]-4-[2-chloro-pyrimidin-4-yl]-benzamide). The product is C(#N)C1=CNC2=CC=C(C=C12)CCNC(C1=CC=C(C=C1)C1=NC(=NC=C1)N1C(CCC1)CO)=O (N-[2-(3-Cyano-1H-indol-5-yl)-ethyl]-4-[2-(2-hydroxymethylpyrrolidin-1-yl)-pyrimidin-4-yl]benzamide). RXN SMILES: [OH:1][CH2:2][CH:3]1[CH2:7][CH2:6][CH2:5][NH:4]1.[C:8]([C:10]1[C:18]2[C:13](=[CH:14][CH:15]=[C:16]([CH2:19][CH2:20][NH:21][C:22](=[O:36])[C:23]3[CH:28]=[CH:27][C:26]([C:29]4[CH:34]=[CH:33][N:32]=[C:31](Cl)[N:30]=4)=[CH:25][CH:24]=3)[CH:17]=2)[NH:12][CH:11]=1)#[N:9]>>[C:8]([C:10]1[C:18]2[C:13](=[CH:14][CH:15]=[C:16]([CH2:19][CH2:20][NH:21][C:22](=[O:36])[C:23]3[CH:28]=[CH:27][C:26]([C:29]4[CH:34]=[CH:33][N:32]=[C:31]([N:4]5[CH2:5][CH2:6][CH2:7][CH:3]5[CH2:2][OH:1])[N:30]=4)=[CH:25][CH:24]=3)[CH:17]=2)[NH:12][CH:11]=1)#[N:9]. Procedure: Using 2-(hydroxymethyl)-pyrrolidine and N-[2-(3-Cyano-1H-indol-5-yl)-ethyl]-4-[2-chloro-pyrimidin-4-yl]-benzamide (reference example 1az) as substrates. MS (ion spray) m/z 467 (M+H)+. Starting materials: C(=C)C1=CC=NC=C1 (4-Vinyl pyridine), C(C)(=O)O (acetic acid), C1(CC1)N (cyclopropylamine). Run in O (water). Yields the product C1(CC1)NCCC1=CC=NC=C1 (4-(2-cyclopropylaminoethyl)pyridine). Reaction SMILES: [CH:1]([C:3]1[CH:8]=[CH:7][N:6]=[CH:5][CH:4]=1)=[CH2:2].C(O)(=O)C.[CH:13]1([NH2:16])[CH2:15][CH2:14]1>O>[CH:13]1([NH:16][CH2:2][CH2:1][C:3]2[CH:8]=[CH:7][N:6]=[CH:5][CH:4]=2)[CH2:15][CH2:14]1. Procedure details: 4-Vinyl pyridine (50 mmol), glacial acetic acid (3 ml), cyclopropylamine (4.28 g, 75 mmol) and water (12.8 ml) were heated at 50° C. for 22 hours. The crude reaction products partitioning, the organic phase was washed with water, brine and dried. Filtered and solvents removed under vacuum. The residue was further distilled under vacuum (Kugelrohr) and the product amine collected. NMR (CDCl3) 8.45 (m, 2H), 7.05 (m, 2H), 2.93 (m, 2H), 2.73 (m, 2H), 2.07 (m, 1H), 1.37 (m, 2H), 1.25 (m, 2H); m/z 163... Starting materials: [N+](=O)([O-])C1=C2C=CC=NC2=C2N=CC=CC2=C1 (5-nitro-1,10-phenanthroline), C(C(=O)[O-])(=O)[O-].[K+].[K+] (potassium oxalate), [OH-].[Na+] (NaOH), O (water). Run in C(C)(=O)OCC (ethyl acetate). Reaction conditions: temperature 100 celsius, time 2 hour. The product is N1=C2C(=CC=C1)C(C=1C2=NC=CC1)=O (cyclopenta[2,1-b;3,4-b′]dipyridin-5-one). Yield: 53.8%. Reaction SMILES: [N+](C1[CH:17]=[C:16]2[C:11]([N:12]=[CH:13][CH:14]=[CH:15]2)=[C:10]2[C:5]=1[CH:6]=[CH:7][CH:8]=[N:9]2)([O-])=O.C([O-])(=O)C([O-])=[O:20].[K+].[K+].[OH-].[Na+].O>C(OCC)(=O)C>[N:12]1[CH:13]=[CH:14][CH:15]=[C:16]2[C:17](=[O:20])[C:5]3[C:10](=[N:9][CH:8]=[CH:7][CH:6]=3)[C:11]=12 |f:1.2.3,4.5|. Reported procedure: To a 1 L one-necked flask was added a mixture of 30 g (0.13 mol, 68%) 5-nitro-1,10-phenanthroline, 51 g (0.61 mol) potassium oxalate, 12.5% NaOH(aq) 150 ml and 450 ml water. The mixture was then heated to reflux (100° C.) and stirred for 2 hours. After completion of the reaction, the reaction mixture was cooled to room temperature. The reaction mixture was added with 1 L ethyl acetate, stirred for 30 minutes, and filtered to collect the filtrate. The residual solids were added into 300 ml ethyl ... The reactants are C(#N)C1=CC=C(C=C1C1=CC(=CC=C1)C=O)CNC(=O)C1=CC(=CC=C1)C(=O)NCC=1C(=C2C(=NC1CC)N(N=C2)CC)NC2CCOCC2 (N-[(6-Cyano-3′-formyl-3-biphenylyl)methyl]-N′-{[1,6-diethyl-4-(tetrahydro-2H-pyran-4-ylamino)-1H-pyrazolo[3,4-b]pyridin-5-yl]methyl}-1,3-benzenedicarboxamide), CN1CCNCCC1 (1-methylhexahydro-1H-1,4-diazepine), C(C)(=O)O[BH-](OC(C)=O)OC(C)=O.[Na+] (sodium triacetoxyborohydride), CC(=O)O (AcOH). Run in C(Cl)Cl (DCM). Reaction conditions: time 8 hour. Yields the product C(#N)C1=CC=C(C=C1C1=CC(=CC=C1)CN1CCN(CCC1)C)CNC(=O)C1=CC(=CC=C1)C(=O)NCC=1C(=C2C(=NC1CC)N(N=C2)CC)NC2CCOCC2 (N-({6-Cyano-3′-[(4-methylhexahydro-1H-1,4-diazepin-1-yl)methyl]-3-biphenylyl}methyl)-N′-{[1,6-diethyl-4-(tetrahydro-2H-pyran-4-ylamino)-1H-pyrazolo[3,4-b]pyridin-5-yl]methyl}-1,3-benzenedicarboxamide). Reaction SMILES: [C:1]([C:3]1[C:8]([C:9]2[CH:14]=[CH:13][CH:12]=[C:11]([CH:15]=O)[CH:10]=2)=[CH:7][C:6]([CH2:17][NH:18][C:19]([C:21]2[CH:26]=[CH:25][CH:24]=[C:23]([C:27]([NH:29][CH2:30][C:31]3[C:32]([NH:44][CH:45]4[CH2:50][CH2:49][O:48][CH2:47][CH2:46]4)=[C:33]4[CH:41]=[N:40][N:39]([CH2:42][CH3:43])[C:34]4=[N:35][C:36]=3[CH2:37][CH3:38])=[O:28])[CH:22]=2)=[O:20])=[CH:5][CH:4]=1)#[N:2].[CH3:51][N:52]1[CH2:58][CH2:57][CH2:56][NH:55][CH2:54][CH2:53]1.C(O[BH-](OC(=O)C)OC(=O)C)(=O)C.[Na+].CC(O)=O>C(Cl)Cl>[C:1]([C:3]1[C:8]([C:9]2[CH:14]=[CH:13][CH:12]=[C:11]([CH2:15][N:55]3[CH2:56][CH2:57][CH2:58][N:52]([CH3:51])[CH2:53][CH2:54]3)[CH:10]=2)=[CH:7][C:6]([CH2:17][NH:18][C:19]([C:21]2[CH:26]=[CH:25][CH:24]=[C:23]([C:27]([NH:29][CH2:30][C:31]3[C:32]([NH:44][CH:45]4[CH2:50][CH2:49][O:48][CH2:47][CH2:46]4)=[C:33]4[CH:41]=[N:40][N:39]([CH2:42][CH3:43])[C:34]4=[N:35][C:36]=3[CH2:37][CH3:38])=[O:28])[CH:22]=2)=[O:20])=[CH:5][CH:4]=1)#[N:2] |f:2.3|. Procedure: N-[(6-Cyano-3′-formyl-3-biphenylyl)methyl]-N′-{[1,6-diethyl-4-(tetrahydro-2H-pyran-4-ylamino)-1H-pyrazolo[3,4-b]pyridin-5-yl]methyl}-1,3-benzenedicarboxamide (182 mg, 0.000272 mol) in DCM (4 mL) and 1-methylhexahydro-1H-1,4-diazepine (43.4 mg, 0.00038 mol) were mixed with sodium triacetoxyborohydride (115 mg, 0.00054 mol) and AcOH (19.5 mg, 19 μL). The solution was stirred overnight at room temperature. LC-MS showed that the reaction was complete. The reaction was quenched with sat. aq. NaHCO3, ... Starting materials: S1C(NC(C1)=O)=O (2,4-thiazolidindione), [H-].[Na+] (sodium hydride), [Li+].CC(C)[N-]C(C)C (LDA), C1CCOC1 (THF), CI (methyl iodide). Product: COC=1SC=C(N1)OC (2,4-dimethoxythiazole). As a reaction SMILES: [S:1]1CC(=O)[NH:3][C:2]1=[O:7].[H-].[Na+].[Li+].[CH3:11]C([N-]C(C)C)C.CI.C1[CH2:24][O:23][CH2:22][CH2:21]1>>[CH3:11][O:7][C:2]1[S:1][CH:21]=[C:22]([O:23][CH3:24])[N:3]=1 |f:1.2,3.4|. Reported procedure: To a stirred solution of 2,4-thiazolidindione (0.01 mol) in a solvent such as THF is added from 2 to 4 mol equivalents of a non-nucleophilic base such as sodium hydride or LDA, followed by methyl iodide, and the mixture is stirred. Reaction progress may be followed by TLC or HPLC. When a sufficient amount of the desired product is formed, the mixture is partitioned between ethyl acetate and water. The organic layer is washed with brine, dried over sodium sulfate, and rotary evaporated to give 2,... The reactants are COCCOC (DME), BrC=1C=C(C=CC1)C1=NC(=C2C=NC(=NN21)NC2=CC(=C(C(=C2)OC)OC)OC)C (7-(3-bromophenyl)-5-methyl-N-(3,4,5-trimethoxyphenyl)-imidazo[5,1-f][1,2,4]triazin-2-amine), OB(C=1C=C(C(=O)O)C=CC1)O (3-(dihydroxyboryl)benzoic acid), C([O-])([O-])=O.[K+].[K+] (potassium carbonate). The reagents and catalysts are [Pd].C1(=CC=CC=C1)P(C1=CC=CC=C1)C1=CC=CC=C1.C1(=CC=CC=C1)P(C1=CC=CC=C1)C1=CC=CC=C1.C1(=CC=CC=C1)P(C1=CC=CC=C1)C1=CC=CC=C1.C1(=CC=CC=C1)P(C1=CC=CC=C1)C1=CC=CC=C1 (tetrakis(triphenylphosphine) palladium (0)). The solvent is ClCCl (dichloromethane). Reaction conditions: temperature 110 celsius. The product is CC=1N=C(N2N=C(N=CC21)NC2=CC(=C(C(=C2)OC)OC)OC)C=2C=C(C=CC2)C2=CC(=CC=C2)C(=O)O (3′-{5-methyl-2-[(3,4,5-trimethoxyphenyl)amino]imidazo[5,1-f][1,2,4]triazin-7-yl}-1,1′-biphenyl-3-carboxylic acid). Isolated yield 64.1%. RXN SMILES: Br[C:2]1[CH:3]=[C:4]([C:8]2[N:16]3[C:11]([CH:12]=[N:13][C:14]([NH:17][C:18]4[CH:23]=[C:22]([O:24][CH3:25])[C:21]([O:26][CH3:27])=[C:20]([O:28][CH3:29])[CH:19]=4)=[N:15]3)=[C:10]([CH3:30])[N:9]=2)[CH:5]=[CH:6][CH:7]=1.OB(O)[C:33]1[CH:34]=[C:35]([CH:39]=[CH:40][CH:41]=1)[C:36]([OH:38])=[O:37].C(=O)([O-])[O-].[K+].[K+].COCCOC>ClCCl.[Pd].C1(P(C2C=CC=CC=2)C2C=CC=CC=2)C=CC=CC=1.C1(P(C2C=CC=CC=2)C2C=CC=CC=2)C=CC=CC=1.C1(P(C2C=CC=CC=2)C2C=CC=CC=2)C=CC=CC=1.C1(P(C2C=CC=CC=2)C2C=CC=CC=2)C=CC=CC=1>[CH3:30][C:10]1[N:9]=[C:8]([C:4]2[CH:3]=[C:2]([C:33]3[CH:41]=[CH:40][CH:39]=[C:35]([C:36]([OH:38])=[O:37])[CH:34]=3)[CH:7]=[CH:6][CH:5]=2)[N:16]2[C:11]=1[CH:12]=[N:13][C:14]([NH:17][C:18]1[CH:23]=[C:22]([O:24][CH3:25])[C:21]([O:26][CH3:27])=[C:20]([O:28][CH3:29])[CH:19]=1)=[N:15]2 |f:2.3.4,7.8.9.10.11|. Procedure: To a mixture of 7-(3-bromophenyl)-5-methyl-N-(3,4,5-trimethoxyphenyl)imidazo[5,1-f][1,2,4]triazin-2-amine (Example 9) (25 mg, 0.05 mmol), 3-(dihydroxyboryl)benzoic acid (10.6 mg, 0.06 mmol), tetrakis(triphenylphosphine) palladium (0) (3.1 mg, 0.003 mmol) and potassium carbonate (11.0 mg, 0.08 mmol) was added DME (0.9 mL) and distilled water (0.3 mL). In a sealed reaction vessel, the mixture was heated with microwave radiation at 110° C. for 20 minutes. After cooling to room temperature, removed ... Starting materials: CO (MeOH), FC1=CC=C(C=N1)N1C(N(CC1)C=1C=NC=CC1C)=O (1-(6-Fluoro-pyridin-3-yl)-3-(4-methyl-pyridin-3-yl)-imidazolidin-2-one), C(=O)(O)[O-].[Na+] (NaHCO3). The solvent is C(Cl)(Cl)Cl (chloroform), Cl (HCl). Run at temperature 100 celsius. Yields the product OC1=CC=C(C=N1)N1C(N(CC1)C=1C=NC=CC1C)=O (1-(6-Hydroxy-pyridin-3-yl)-3-(4-methyl-pyridin-3-yl)-imidazolidin-2-one). Yield: 99.0%. As a reaction SMILES: F[C:2]1[N:7]=[CH:6][C:5]([N:8]2[CH2:12][CH2:11][N:10]([C:13]3[CH:14]=[N:15][CH:16]=[CH:17][C:18]=3[CH3:19])[C:9]2=[O:20])=[CH:4][CH:3]=1.CO.C([O-])(O)=[O:24].[Na+]>Cl.C(Cl)(Cl)Cl>[OH:24][C:2]1[N:7]=[CH:6][C:5]([N:8]2[CH2:12][CH2:11][N:10]([C:13]3[CH:14]=[N:15][CH:16]=[CH:17][C:18]=3[CH3:19])[C:9]2=[O:20])=[CH:4][CH:3]=1 |f:2.3|. Reported procedure: 1-(6-Fluoro-pyridin-3-yl)-3-(4-methyl-pyridin-3-yl)-imidazolidin-2-one (30A: 0.1 g, 0.00036 mmol) in 5% HCl (10 mL) was added into the reaction flask and the flask was heated to reflux at 100° C. overnight. The reaction was monitored by TLC (10% MeOH in chloroform. The reaction mixture was basified with NaHCO3 solution and extracted with chloroform. The organic layer was washed with water, brine solution, dried and concentrated to afford 72 mg of the product (98.96% yield).